This data is from the Open Reaction Database (ORD), a public repository of structured organic reaction records. The task is: describe an organic reaction: reactants, conditions, products, and yield Starting materials: N\C(\CCCC1=C(N=NN1C1=CC=C(C=C1)C(=O)NCC)C(=O)NC1CC1)=N/O (5-[(4Z)-4-amino-4-(hydroxyimino)butyl]-N-cyclopropyl-1-{4-[(ethylamino)carbonyl]phenyl}-1H-1,2,3-triazole-4-carboxamide), C(=O)(N1C=NC=C1)N1C=NC=C1 (1,1′-carbonyldiimidazole), C1CCC2=NCCCN2CC1 (DBU). Run in C1CCOC1 (THF). Reaction conditions: temperature 50 celsius, time 3 hour. Product: C1(CC1)NC(=O)C=1N=NN(C1CCCC1=NOC(N1)=O)C1=CC=C(C=C1)C(=O)NCC (N-cyclopropyl-1-{4-[(ethylamino)carbonyl]phenyl}-5-[3-(5-oxo-4,5-dihydro-1,2,4-oxadiazol-3-yl)propyl]-1H-1,2,3-triazole-4-carboxamide). Yield: 58.8%. RXN SMILES: [NH2:1]/[C:2](=[N:28]\[OH:29])/[CH2:3][CH2:4][CH2:5][C:6]1[N:10]([C:11]2[CH:16]=[CH:15][C:14]([C:17]([NH:19][CH2:20][CH3:21])=[O:18])=[CH:13][CH:12]=2)[N:9]=[N:8][C:7]=1[C:22]([NH:24][CH:25]1[CH2:27][CH2:26]1)=[O:23].[C:30](N1C=CN=C1)(N1C=CN=C1)=[O:31].C1CCN2C(=NCCC2)CC1>C1COCC1>[CH:25]1([NH:24][C:22]([C:7]2[N:8]=[N:9][N:10]([C:11]3[CH:12]=[CH:13][C:14]([C:17]([NH:19][CH2:20][CH3:21])=[O:18])=[CH:15][CH:16]=3)[C:6]=2[CH2:5][CH2:4][CH2:3][C:2]2[NH:1][C:30](=[O:31])[O:29][N:28]=2)=[O:23])[CH2:27][CH2:26]1. Procedure: To a solution of 5-[(4Z)-4-amino-4-(hydroxyimino)butyl]-N-cyclopropyl-1-{4-[(ethylamino)carbonyl]phenyl}-1H-1,2,3-triazole-4-carboxamide (240 mg, 0.6 mmol) obtained in Example 1209 and 1,1′-carbonyldiimidazole (97 mg, 0.6 mmol) in THF (5 ml) was added DBU (91 mg, 0.6 mmol) at room temperature and the mixture was stirred at 50° C. for 3 hr and concentrated. The residue was dissolved in water (10 ml), adjusted to pH 4-5 with 1N hydrochloric acid and liberated oil was extracted with ethyl acetate (... Starting materials: solid, BrC1=CC(=CC=2C(=C3N(C12)CCNC3=O)C)C#N (6-bromo-10-methyl-1-oxo-1,2,3,4-tetrahydro-pyrazino[1,2-a]indole-8-carbonitrile), BrC1=CC(=CC=2C(=C3N(C12)CCNC3=O)C)C#N (6-bromo-10-methyl-1-oxo-1,2,3,4-tetrahydro-pyrazino[1,2-a]indole-8-carbonitrile), FC1=CC=C(C=C1)B(O)O (4-fluoro-phenylboronic acid). Yields the product FC1=CC=C(C=C1)C1=CC(=CC=2C(=C3N(C12)CCNC3=O)C)C#N (6-(4-Fluoro-phenyl)-10-methyl-1-oxo-1,2,3,4-tetrahydro-pyrazino[1,2-a]indole-8-carbonitrile). Reaction SMILES: Br[C:2]1[C:10]2[N:9]3[CH2:11][CH2:12][NH:13][C:14](=[O:15])[C:8]3=[C:7]([CH3:16])[C:6]=2[CH:5]=[C:4]([C:17]#[N:18])[CH:3]=1.[F:19][C:20]1[CH:25]=[CH:24][C:23](B(O)O)=[CH:22][CH:21]=1>>[F:19][C:20]1[CH:25]=[CH:24][C:23]([C:2]2[C:10]3[N:9]4[CH2:11][CH2:12][NH:13][C:14](=[O:15])[C:8]4=[C:7]([CH3:16])[C:6]=3[CH:5]=[C:4]([C:17]#[N:18])[CH:3]=2)=[CH:22][CH:21]=1. Procedure details: The title compound, light grey solid (70 mg, 88%), MS (ISP) m/z=320.5 [(M+H)+], mp 292° C., was prepared in accordance with the general method of example 1 from 6-bromo-10-methyl-1-oxo-1,2,3,4-tetrahydro-pyrazino[1,2-a]indole-8-carbonitrile (intermediate 16) (76 mg, 0.25 mmol) and commercially available 4-fluoro-phenylboronic acid (45.5 mg, 0.325 mmol). Yields the product C[Si](C)(C)CCOCn1ccc2c(-c3cnn(C(CC#N)c4csc(C#N)c4)c3)ncnc21. Reaction SMILES: [CH3:41][S:42](=[O:43])(=[O:44])[Cl:45].[OH2:46].[OH:1][N:2]=[CH:3][c:4]1[cH:5][c:6]([CH:9]([CH2:10][C:11]#[N:12])[n:13]2[n:14][cH:15][c:16](-[c:18]3[c:19]4[c:20]([n:21][cH:22][n:23]3)[n:24]([CH2:27][O:28][CH2:29][CH2:30][Si:31]([CH3:32])([CH3:33])[CH3:34])[cH:25][cH:26]4)[cH:17]2)[cH:7][s:8]1.[cH:35]1[cH:36][cH:37][n:38][cH:39][cH:40]1>>[N:2]#[C:3][c:4]1[cH:5][c:6]([CH:9]([CH2:10][C:11]#[N:12])[n:13]2[n:14][cH:15][c:16](-[c:18]3[c:19]4[c:20]([n:21][cH:22][n:23]3)[n:24]([CH2:27][O:28][CH2:29][CH2:30][Si:31]([CH3:32])([CH3:33])[CH3:34])[cH:25][cH:26]4)[cH:17]2)[cH:7][s:8]1. The reactants are CS(=O)(=O)Cl, O, C[Si](C)(C)CCOCn1ccc2c(-c3cnn(C(CC#N)c4csc(C=NO)c4)c3)ncnc21, c1ccncc1.